This data is from the Open Reaction Database (ORD), a public repository of structured organic reaction records. The task is: describe an organic reaction: reactants, conditions, products, and yield The reactants are C(=O)(O)[O-].[Na+] (NaHCO3), C(C)OC(=O)N1CCNCC1 (1-ethoxycarbonylpiperazine), N(CC(=O)O)C(=O)OCC1=CC=CC=C1 (Z-Gly-OH), C1=CC=C2C(=C1)N=NN2O.O (HOBT hydrate), CCN(C(C)C)C(C)C (DIPEA), CCN=C=NCCCN(C)C.Cl (EDCI hydrochloride). Solvent: CC(OCC)=O (EA), C(Cl)Cl.CN(C)C=O (DCM DMF). Reaction conditions: time 15 minute. Yields the product C(C)OC(=O)N1CCN(CC1)C(CNC(=O)OCC1=CC=CC=C1)=O (4-(2-benzyloxycarbonylamino-acetyl)-piperazine-1-carboxylic acid ethyl ester). Reaction SMILES: [NH:1]([C:6]([O:8][CH2:9][C:10]1[CH:15]=[CH:14][CH:13]=[CH:12][CH:11]=1)=[O:7])[CH2:2][C:3]([OH:5])=O.C1C=C2N=NN(O)C2=CC=1.O.CCN(C(C)C)C(C)C.CCN=C=NCCCN(C)C.Cl.[CH2:48]([O:50][C:51]([N:53]1[CH2:58][CH2:57][NH:56][CH2:55][CH2:54]1)=[O:52])[CH3:49].C([O-])(O)=O.[Na+]>C(Cl)Cl.CN(C=O)C.CC(=O)OCC>[CH2:48]([O:50][C:51]([N:53]1[CH2:54][CH2:55][N:56]([C:3](=[O:5])[CH2:2][NH:1][C:6]([O:8][CH2:9][C:10]2[CH:15]=[CH:14][CH:13]=[CH:12][CH:11]=2)=[O:7])[CH2:57][CH2:58]1)=[O:52])[CH3:49] |f:1.2,4.5,7.8,9.10|. Procedure: Z-Gly-OH (2.09 g), HOBT hydrate (1.57 g), DIPEA (1.76 ml) and EDCI hydrochloride (1.96 g) were dissolved in DCM/DMF (60 ml/15 ml). After 15 min stirring, 1-ethoxycarbonylpiperazine (1.49 ml) was added and the stirring was continued overnight at RT. EA and a NaHCO3 solution were added to the mixture and the phases were separated. The org. phase was washed with a 1M NaHSO4 solution and a NaCl solution, dried (Na2SO4) and evaporated off. After HV drying, 3.5 g of the desired product were obtained. Starting materials: O (water), BrC1=C(C=C(C2=C1CC(O2)COC)N)C (4-bromo-2-(methoxymethyl)-5-methyl-2,3-dihydrobenzofuran-7-amine), N1=CC=C(C=C1)B(O)O (pyridin-4-ylboronic acid), C(=O)([O-])[O-].[Cs+].[Cs+] (Cs2CO3), O (water). The reagents and catalysts are C=1C=CC(=CC1)[P](C=2C=CC=CC2)(C=3C=CC=CC3)[Pd]([P](C=4C=CC=CC4)(C=5C=CC=CC5)C=6C=CC=CC6)([P](C=7C=CC=CC7)(C=8C=CC=CC8)C=9C=CC=CC9)[P](C=1C=CC=CC1)(C=1C=CC=CC1)C=1C=CC=CC1 (Pd(PPh3)4). The solvent is CN(C)C=O (DMF). Reaction conditions: temperature 135 celsius, time 1 hour. Yields the product COCC1OC2=C(C1)C(=C(C=C2N)C)C2=CC=NC=C2 (2-(methoxymethyl)-5-methyl-4-(pyridin-4-yl)-2,3-dihydrobenzofuran-7-amine). Reaction SMILES: Br[C:2]1[C:7]2[CH2:8][CH:9]([CH2:11][O:12][CH3:13])[O:10][C:6]=2[C:5]([NH2:14])=[CH:4][C:3]=1[CH3:15].[N:16]1[CH:21]=[CH:20][C:19](B(O)O)=[CH:18][CH:17]=1.C([O-])([O-])=O.[Cs+].[Cs+].O>CN(C=O)C.C1C=CC([P]([Pd]([P](C2C=CC=CC=2)(C2C=CC=CC=2)C2C=CC=CC=2)([P](C2C=CC=CC=2)(C2C=CC=CC=2)C2C=CC=CC=2)[P](C2C=CC=CC=2)(C2C=CC=CC=2)C2C=CC=CC=2)(C2C=CC=CC=2)C2C=CC=CC=2)=CC=1>[CH3:13][O:12][CH2:11][CH:9]1[CH2:8][C:7]2[C:2]([C:19]3[CH:20]=[CH:21][N:16]=[CH:17][CH:18]=3)=[C:3]([CH3:15])[CH:4]=[C:5]([NH2:14])[C:6]=2[O:10]1 |f:2.3.4,^1:40,42,61,80|. Procedure details: A mixture of 4-bromo-2-(methoxymethyl)-5-methyl-2,3-dihydrobenzofuran-7-amine (8c) (0.85 g, 3.1 mmol), pyridin-4-ylboronic acid (0.76 g, 6.2 mmol), Cs2CO3 (2.5 g, 7.8 mmol), Pd(PPh3)4 (0.18 g, 0.16 mmol) and water (6 mL) in DMF (20 mL) was stirred at 135° C. under N2 for 1 h. It was cooled to ambient temperature, poured into water (50 mL), extracted with EtOAc (60 mL), washed with water, brine, dried and concentrated. The residue was purified by column chromatography on silica gel eluting with h... Starting materials: ice, C1=CC=C(C=C1)P(C2=CC=CC=C2)C3=CC=CC=C3 (PPh3), C(C1=CC=CC=C1)N(CC(=O)OC(C)(C)C)CCO (Tert-butyl 2-(benzyl(2-hydroxyethyl)amino)acetate), C1=CC=C(C=C1)P(C2=CC=CC=C2)C3=CC=CC=C3 (PPh3), C1CC(=O)N(C1=O)Br (NBS). The solvent is CCOCC (ether), C(Cl)Cl (CH2Cl2). Reaction conditions: time 3 hour. The product is C(C1=CC=CC=C1)N(CC(=O)OC(C)(C)C)CCBr (Tert-butyl 2-(benzyl(2-bromoethyl)amino)acetate). Isolated yield 50.2%. As a reaction SMILES: [CH2:1]([N:8]([CH2:17][CH2:18]O)[CH2:9][C:10]([O:12][C:13]([CH3:16])([CH3:15])[CH3:14])=[O:11])[C:2]1[CH:7]=[CH:6][CH:5]=[CH:4][CH:3]=1.C1C=CC(P(C2C=CC=CC=2)C2C=CC=CC=2)=CC=1.C1C(=O)N([Br:46])C(=O)C1>C(Cl)Cl.CCOCC>[CH2:1]([N:8]([CH2:17][CH2:18][Br:46])[CH2:9][C:10]([O:12][C:13]([CH3:16])([CH3:15])[CH3:14])=[O:11])[C:2]1[CH:7]=[CH:6][CH:5]=[CH:4][CH:3]=1. Procedure: To a solution of Compound 4 (2.94 g, 11.1 mmol) in anhydrous CH2Cl2 (40 mL) at 0° C. was added PPh3 (3.49 g, 13.3 mmol). NBS (2.37 g, 13.3 mmol) was added portionwise into the reaction mixture over 1 h. The resulting mixture was stirred at 0° C. for 30 minute after which the ice bath was removed, and the reaction mixture was stirred for 3 h. The resulting mixture was evaporated into an orange solid. The residue was dissolved in ether (100 mL). The solution was filtered, and the filtrate was evap... Reactants: COc1ccc(Nc2nc(C)nc3ccccc23)cc1OC, CI, [H-], [Na+], CN(C)C=O. The product is COc1ccc(N(C)c2nc(C)nc3ccccc23)cc1OC. RXN SMILES: [CH3:1][O:2][c:3]1[cH:4][c:5]([NH:11][c:12]2[n:13][c:14]([CH3:22])[n:15][c:16]3[cH:17][cH:18][cH:19][cH:20][c:21]23)[cH:6][cH:7][c:8]1[O:9][CH3:10].[CH3:23][I:24].[H-:25].[Na+:26].[O:27]=[CH:28][N:29]([CH3:30])[CH3:31]>>[CH3:1][O:2][c:3]1[cH:4][c:5]([N:11]([c:12]2[n:13][c:14]([CH3:22])[n:15][c:16]3[cH:17][cH:18][cH:19][cH:20][c:21]23)[CH3:23])[cH:6][cH:7][c:8]1[O:9][CH3:10]. The reactants are Cl (HCl), N[C@@H](C(=O)O)CCCC ((R)-2-Amino-hexanoic acid), BrC=1C=C(C(=C(C1)C)F)C (5-bromo-2-fluoro-1,3-dimethyl-benzene), C(=O)([O-])[O-].[K+].[K+] (K2CO3). The reagents and catalysts are [Cu]I (CuI). Solvent: CC(=O)N(C)C (dimethylacetamide), C(C)(=O)OCC (ethyl acetate), O (water). Reaction conditions: temperature 90 celsius, time 39 hour. The product is FC1=C(C=C(C=C1C)N[C@@H](C(=O)O)CCCC)C ((R)-2-(4-Fluoro-3,5-dimethyl-phenylamino)-hexanoic acid). As a reaction SMILES: [NH2:1][C@H:2]([CH2:6][CH2:7][CH2:8][CH3:9])[C:3]([OH:5])=[O:4].Br[C:11]1[CH:12]=[C:13]([CH3:19])[C:14]([F:18])=[C:15]([CH3:17])[CH:16]=1.C([O-])([O-])=O.[K+].[K+].Cl>C(OCC)(=O)C.O.[Cu]I.CC(N(C)C)=O>[F:18][C:14]1[C:15]([CH3:17])=[CH:16][C:11]([NH:1][C@H:2]([CH2:6][CH2:7][CH2:8][CH3:9])[C:3]([OH:5])=[O:4])=[CH:12][C:13]=1[CH3:19] |f:2.3.4|. Reported procedure: (R)-2-Amino-hexanoic acid (0.840 g, 6.4 mmol), 5-bromo-2-fluoro-1,3-dimethyl-benzene (1.292 g, 6.4 mmol), CuI (0.122 g, 0.64 mmol), and K2CO3 (1.326 g, 9.6 mmol) were weighed into a Schlenk flask. To this was added 8 mL of dimethylacetamide and the resulting mixture vacuum-pumped and nitrogen-filled alternatively three times. After heating to 90° C. with stirring for 39 h, the reaction mixture was cooled to room temperature, diluted with 20 mL of ethyl acetate and 10 mL of water, and then acidif... Reactants: BrC1=NC(=CC=C1)\C=C\C=C\C(CCCCCCCC)O (2-bromo-6-[(1E, 3E)-(5RS)-5-hydroxy-1,3-tridecadienyl]-pyridine), C(CCC)[Li] (n-butyllithium), COC(CCCC=O)=O (5-oxo-pentanoic acid methyl ester). Run in O1CCCC1 (tetrahydrofuran), O1CCCC1 (tetrahydrofuran). The product is COC(CCCC(C1=NC(=CC=C1)\C=C\C=C\C(CCCCCCCC)O)O)=O ((5RS)-5-Hydroxy-5-{6-[(1E,3E)-(5RS)-5-hydroxy, 1,3-tridecadienyl]-2-pyridyl}-pentanoic acid methyl ester). The yield is 5.4%. RXN SMILES: Br[C:2]1[CH:7]=[CH:6][CH:5]=[C:4](/[CH:8]=[CH:9]/[CH:10]=[CH:11]/[CH:12]([OH:21])[CH2:13][CH2:14][CH2:15][CH2:16][CH2:17][CH2:18][CH2:19][CH3:20])[N:3]=1.C([Li])CCC.[CH3:27][O:28][C:29](=[O:35])[CH2:30][CH2:31][CH2:32][CH:33]=[O:34]>O1CCCC1>[CH3:27][O:28][C:29](=[O:35])[CH2:30][CH2:31][CH2:32][CH:33]([OH:34])[C:2]1[CH:7]=[CH:6][CH:5]=[C:4](/[CH:8]=[CH:9]/[CH:10]=[CH:11]/[CH:12]([OH:21])[CH2:13][CH2:14][CH2:15][CH2:16][CH2:17][CH2:18][CH2:19][CH3:20])[N:3]=1. Reported procedure: Under the conditions of example 1B, 470 mg of 2-bromo-6-[(1E, 3E)-(5RS)-5-hydroxy-1,3-tridecadienyl]-pyridine in 7 ml of tetrahydrofuran is mixed with 1.84 ml of n-butyllithium (1.6 molar in hexane) and 200 mg of 5-oxo-pentanoic acid methyl ester in 1.5 ml of tetrahydrofuran, worked up and chromatographed on silica gel with hexane/ethyl acetate=95/5. 29 mg of the title compound is obtained as colorless oil. Reactants: [Cl-].[NH4+] (ammonium chloride), C([O-])([O-])=O.[K+].[K+] (potassium carbonate), C1(=CC=CC=C1)O (phenol), COC(CCCCCOC=1C=CC2=C(N(C(=N2)Cl)C2=CC=C(C=C2)C)C1)=O (6-[[2-chloro-1-(4-methylphenyl)-1H-benzimidazol-6-yl]oxy]hexanoic acid methyl ester). Run in CN(C=O)C (dimethylformamide), O (water). Reaction conditions: temperature 150 celsius, time 7 day. The product is CC1=CC=C(C=C1)N1C(=NC2=C1C=C(C=C2)OCCCCCC(=O)O)OC2=CC=CC=C2 (6-[[1-(4-Methylphenyl)-2-phenyloxy-1H-benzimidazol-6-yl]oxy]hexanoic acid). As a reaction SMILES: C[O:2][C:3](=[O:27])[CH2:4][CH2:5][CH2:6][CH2:7][CH2:8][O:9][C:10]1[CH:11]=[CH:12][C:13]2[N:17]=[C:16](Cl)[N:15]([C:19]3[CH:24]=[CH:23][C:22]([CH3:25])=[CH:21][CH:20]=3)[C:14]=2[CH:26]=1.C(=O)([O-])[O-].[K+].[K+].[C:34]1([OH:40])[CH:39]=[CH:38][CH:37]=[CH:36][CH:35]=1.[Cl-].[NH4+]>CN(C)C=O.O>[CH3:25][C:22]1[CH:23]=[CH:24][C:19]([N:15]2[C:14]3[CH:26]=[C:10]([O:9][CH2:8][CH2:7][CH2:6][CH2:5][CH2:4][C:3]([OH:2])=[O:27])[CH:11]=[CH:12][C:13]=3[N:17]=[C:16]2[O:40][C:34]2[CH:39]=[CH:38][CH:37]=[CH:36][CH:35]=2)=[CH:20][CH:21]=1 |f:1.2.3,5.6|. Procedure: 150 mg of 6-[[2-chloro-1-(4-methylphenyl)-1H-benzimidazol-6-yl]oxy]hexanoic acid methyl ester was dissolved in 2 ml of dimethylformamide, mixed with 54 mg of potassium carbonate and 37 mg of phenol, and the mixture was stirred for 7 days at 150° C. After cooling, it was mixed with saturated ammonium chloride solution, diluted with water, extracted three times with ethyl acetate, the combined organic phases were washed with saturated sodium chloride solution, dried on sodium sulfate and concentra...